Task: describe an organic reaction: reactants, conditions, products, and yield. Dataset: the Open Reaction Database (ORD), a public repository of structured organic reaction records Reactants: C=Cc1ccccc1, CCO, CC(C)(C)OC(=O)N1CCC(c2nc(C=O)cs2)CC1, [O-]Cl, NO, [Na+], C1CCOC1. The product is CC(C)(C)OC(=O)N1CCC(c2nc(C3=NOC(c4ccccc4)C3)cs2)CC1. RXN SMILES: [CH2:23]=[CH:24][c:25]1[cH:26][cH:27][cH:28][cH:29][cH:30]1.[CH3:34][CH2:35][OH:36].[CH:1](=[O:2])[c:3]1[n:4][c:5]([CH:8]2[CH2:9][CH2:10][N:11]([C:14](=[O:15])[O:16][C:17]([CH3:18])([CH3:19])[CH3:20])[CH2:12][CH2:13]2)[s:6][cH:7]1.[Cl:31][O-:32].[NH2:21][OH:22].[Na+:33].[O:37]1[CH2:38][CH2:39][CH2:40][CH2:41]1>>[C:1]1([c:3]2[n:4][c:5]([CH:8]3[CH2:9][CH2:10][N:11]([C:14](=[O:15])[O:16][C:17]([CH3:18])([CH3:19])[CH3:20])[CH2:12][CH2:13]3)[s:6][cH:7]2)=[N:21][O:22][CH:24]([c:25]2[cH:26][cH:27][cH:28][cH:29][cH:30]2)[CH2:23]1.